Dataset: the Open Reaction Database (ORD), a public repository of structured organic reaction records. Task: describe an organic reaction: reactants, conditions, products, and yield Starting materials: CN1CCCC1=O, CCOC(C)=O, CCN(C(C)C)C(C)C, Cc1cccc(Nc2nc(Cl)ncc2C(N)=O)c1, Nc1ccc(CCO)cc1, O. Product: Cc1cccc(Nc2nc(Nc3ccc(CCO)cc3)ncc2C(N)=O)c1. Reaction SMILES: [CH3:38][N:39]1[CH2:40][CH2:41][CH2:42][C:43]1=[O:44].[CH3:45][CH2:46][O:47][C:48](=[O:49])[CH3:50].[CH:29]([N:30]([CH:31]([CH3:32])[CH3:33])[CH2:34][CH3:35])([CH3:36])[CH3:37].[Cl:1][c:2]1[n:3][cH:4][c:5]([C:16](=[O:17])[NH2:18])[c:6]([NH:8][c:9]2[cH:10][c:11]([CH3:15])[cH:12][cH:13][cH:14]2)[n:7]1.[NH2:19][c:20]1[cH:21][cH:22][c:23]([CH2:24][CH2:25][OH:26])[cH:27][cH:28]1.[OH2:51]>>[c:2]1([NH:19][c:20]2[cH:21][cH:22][c:23]([CH2:24][CH2:25][OH:26])[cH:27][cH:28]2)[n:3][cH:4][c:5]([C:16](=[O:17])[NH2:18])[c:6]([NH:8][c:9]2[cH:10][c:11]([CH3:15])[cH:12][cH:13][cH:14]2)[n:7]1. Reactants: C[O-].[Na+] (sodium methoxide), C(C)(=O)O (acetic acid), C(C)(C)(C)OC(=O)CC(C(C(=O)OCC(Cl)(Cl)Cl)=[N+]=[N-])=O (2,2,2-trichloroethyl 4-t-butyloxycarbonyl-2-diazo-3-oxobutyrate), Cl[C@H]1[C@@H](C(N1C(C(=O)OCOC(C(C)(C)C)=O)=O)=O)C(C)(C)O (pivaloyloxymethyl [3R,4S]-2-[4-chloro-3-(1-hydroxyisopropyl)-2-oxoazetidin-1-yl]-2-oxoacetate). Run in ClCCl (dichloromethane), ClCCl (dichloromethane). Reaction conditions: temperature -78 celsius. The product is C(C)(C)(C)OC(=O)C(C(C(C(=O)OCC(Cl)(Cl)Cl)=[N+]=[N-])=O)[C@@H]1[C@H](C(N1)=O)C(C)(C)O ([3S,4S]-4-[1-t-Butoxycarbonyl-3-diazo-2-oxo-3-(2,2,2-trichloroethoxycarbonyl)propyl]-3-(1-hydroxyisopropyl)-2-oxoazetidine). Reaction SMILES: C[O-].[Na+].[C:4]([O:8][C:9]([CH2:11][C:12](=[O:24])[C:13](=[N+:22]=[N-:23])[C:14]([O:16][CH2:17][C:18]([Cl:21])([Cl:20])[Cl:19])=[O:15])=[O:10])([CH3:7])([CH3:6])[CH3:5].Cl[C@@H:26]1[N:29](C(=O)C(OCOC(=O)C(C)(C)C)=O)[C:28](=[O:43])[C@H:27]1[C:44]([OH:47])([CH3:46])[CH3:45].C(O)(=O)C>ClCCl>[C:4]([O:8][C:9]([CH:11]([C@H:26]1[NH:29][C:28](=[O:43])[C@@H:27]1[C:44]([OH:47])([CH3:46])[CH3:45])[C:12](=[O:24])[C:13](=[N+:22]=[N-:23])[C:14]([O:16][CH2:17][C:18]([Cl:21])([Cl:20])[Cl:19])=[O:15])=[O:10])([CH3:7])([CH3:5])[CH3:6] |f:0.1|. Procedure: To 50 ml of 0.2 M methanolic sodium methoxide solution stirred and cooled at -78° C., are successively added 3.43 g of 2,2,2-trichloroethyl 4-t-butyloxycarbonyl-2-diazo-3-oxobutyrate in 30 ml of dichloromethane and 10 mMol equivalent of pivaloyloxymethyl [3R,4S]-2-[4-chloro-3-(1-hydroxyisopropyl)-2-oxoazetidin-1-yl]-2-oxoacetate, which is prepared according to the procedure of Example 1, in 30 ml of dichloromethane. After a few minutes, 0.6 ml of acetic acid is added to the solution and the solu... Reactants: CCOC(=O)CCCCCC(=O)Cc1ccc(C)cc1C, CCO, NN, O, OCCOCCO, O=S(=O)(O)O. Yields the product CCOC(=O)CCCCCCCc1ccc(C)cc1C. As a reaction SMILES: [CH2:1]([CH3:2])[O:3][C:4]([CH2:5][CH2:6][CH2:7][CH2:8][CH2:9][C:10]([CH2:11][c:12]1[c:13]([CH3:19])[cH:14][c:15]([CH3:18])[cH:16][cH:17]1)=[O:20])=[O:21].[CH3:32][CH2:33][OH:34].[NH2:23][NH2:24].[OH2:22].[OH:25][CH2:26][CH2:27][O:28][CH2:29][CH2:30][OH:31].[S:35](=[O:36])(=[O:37])([OH:38])[OH:39]>>[CH2:1]([CH3:2])[O:3][C:4]([CH2:5][CH2:6][CH2:7][CH2:8][CH2:9][CH2:10][CH2:11][c:12]1[c:13]([CH3:19])[cH:14][c:15]([CH3:18])[cH:16][cH:17]1)=[O:21]. Product: C(C1=CC=CC=C1)(=O)C=1C=CC=C2C(C(NC12)=O)C (7-Benzoyl-3-methylindolin-2-one). Solvent: O1CCCC1 (tetrahydrofuran). RXN SMILES: [C:1]([C:9]1[CH:10]=[CH:11][CH:12]=[C:13]2[C:17]=1[NH:16][C:15](=[O:18])[C:14]2([CH3:21])SC)(=[O:8])[C:2]1[CH:7]=[CH:6][CH:5]=[CH:4][CH:3]=1>[Ni].O.O1CCCC1>[C:1]([C:9]1[CH:10]=[CH:11][CH:12]=[C:13]2[C:17]=1[NH:16][C:15](=[O:18])[CH:14]2[CH3:21])(=[O:8])[C:2]1[CH:3]=[CH:4][CH:5]=[CH:6][CH:7]=1 |f:1.2|. The reagents and catalysts are [Ni].O (Raney nickel water). Isolated yield 89.0%. Reported procedure: A stirred solution of 8 g. (0.027 mole) of 7-benzoyl-3-methyl-3-methylthioindolin-2-one in 80 ml. of tetrahydrofuran was treated under N2 with 40 g. of a commercial Raney nickel-water mixture over a 2 hr. period. At the end of this period the mixture was filtered and the residue washed thoroughly with tetrahydrofuran. One drop of concentrated hydrochloric acid was added to the filtrate and the dark orange solution turned pale yellow. The solution was stripped under vacuum to yellow oil which cry... The reactants are C(C1=CC=CC=C1)(=O)C=1C=CC=C2C(C(NC12)=O)(SC)C (7-benzoyl-3-methyl-3-methylthioindolin-2-one).